Dataset: the Open Reaction Database (ORD), a public repository of structured organic reaction records. Task: describe an organic reaction: reactants, conditions, products, and yield Reactants: O=C([O-])[O-], COc1ccc(Cn2ncc3c(O)ccnc32)cc1, Cc1cc([N+](=O)[O-])c(Cl)cc1F, [Cs+], [Cs+], CN(C)C=O. Product: COc1ccc(Cn2ncc3c(Oc4cc(Cl)c([N+](=O)[O-])cc4C)ccnc32)cc1. As a reaction SMILES: [C:32](=[O:33])([O-:34])[O-:35].[CH3:1][O:2][c:3]1[cH:4][cH:5][c:6]([CH2:7][n:8]2[n:9][cH:10][c:11]3[c:12]2[n:13][cH:14][cH:15][c:16]3[OH:17])[cH:18][cH:19]1.[Cl:20][c:21]1[c:22]([N+:29](=[O:30])[O-:31])[cH:23][c:24]([CH3:28])[c:25]([F:27])[cH:26]1.[Cs+:36].[Cs+:37].[O:38]=[CH:39][N:40]([CH3:41])[CH3:42]>>[CH3:1][O:2][c:3]1[cH:4][cH:5][c:6]([CH2:7][n:8]2[n:9][cH:10][c:11]3[c:12]2[n:13][cH:14][cH:15][c:16]3[O:17][c:25]2[c:24]([CH3:28])[cH:23][c:22]([N+:29](=[O:30])[O-:31])[c:21]([Cl:20])[cH:26]2)[cH:18][cH:19]1. Reactants: C1(=CC=CC=C1)N=C=O (Phenyl isocyanate), C(C)(=O)C1=CC=C(C=C1)C=1OC(C(CN1)O)C1=CC=CC=C1 ((5RS, 6SR)-2-(4-acetylphenyl)-6-phenyl-5,6-dihydro-4H-1,3-oxazin-5-ol). The solvent is O1CCCC1 (tetrahydrofuran). Reaction conditions: temperature 50 celsius. Product: C(C)(=O)C1=CC=C(C=C1)C=1OC(C(CN1)OC(NC1=CC=CC=C1)=O)C1=CC=CC=C1 ((5RS, 6SR)-2-(4-acetylphenyl)-6-phenyl-5-phenylcarbamoyloxy-5,6-dihydro-4H-1,3-oxazine). Yield: 67.7%. Reaction SMILES: [C:1]1([N:7]=[C:8]=[O:9])[CH:6]=[CH:5][CH:4]=[CH:3][CH:2]=1.[C:10]([C:13]1[CH:18]=[CH:17][C:16]([C:19]2[O:20][CH:21]([C:26]3[CH:31]=[CH:30][CH:29]=[CH:28][CH:27]=3)[CH:22]([OH:25])[CH2:23][N:24]=2)=[CH:15][CH:14]=1)(=[O:12])[CH3:11]>O1CCCC1>[C:10]([C:13]1[CH:14]=[CH:15][C:16]([C:19]2[O:20][CH:21]([C:26]3[CH:31]=[CH:30][CH:29]=[CH:28][CH:27]=3)[CH:22]([O:25][C:8](=[O:9])[NH:7][C:1]3[CH:6]=[CH:5][CH:4]=[CH:3][CH:2]=3)[CH2:23][N:24]=2)=[CH:17][CH:18]=1)(=[O:12])[CH3:11]. Procedure: Phenyl isocyanate (0.95 g) is added at a temperature in the region of 20° C. to a solution, maintained under an argon atmosphere, of (5RS, 6SR)-2-(4-acetylphenyl)-6-phenyl-5,6-dihydro-4H-1,3-oxazin-5-ol (2 g) in tetrahydrofuran (25 cc). The solution obtained is heated to 50° C. for 5 hours and then concentrated to dryness under reduced pressure (2.7 kPa). After recrystallization in ethanol, (5RS, 6SR)-2-(4-acetylphenyl)-6-phenyl-5-phenylcarbamoyloxy-5,6-dihydro-4H-1,3-oxazine (1.9 g), m.p. 168° ... Starting materials: C(#N)[C@H]1N(C[C@@H](C1)O)C(=O)OC(C)(C)C ((2S,4R)-tert-butyl 2-cyano-4-hydroxypyrrolidine-1-carboxylate), C([O-])([O-])=O.[Na+].[Na+] (sodium carbonate), ice water, C(C)N(CC)S(F)(F)F (diethylaminosulfur trifluoride). Solvent: ClCCl (dichloromethane), ClCCl (dichloromethane). Run at temperature -30 celsius. The product is C(#N)[C@H]1N(C[C@H](C1)F)C(=O)OC(C)(C)C ((2S,4S)-tert-butyl 2-cyano-4-fluoropyrrolidine-1-carboxylate), (2S,4S)-tent-butyl 2-cyano-4-fluoropyrrolidine-1-carboxylate. Yield: 100.0%. RXN SMILES: [C:1]([C@@H:3]1[CH2:7][C@@H:6](O)[CH2:5][N:4]1[C:9]([O:11][C:12]([CH3:15])([CH3:14])[CH3:13])=[O:10])#[N:2].C(N(S(F)(F)[F:22])CC)C.C(=O)([O-])[O-].[Na+].[Na+]>ClCCl>[C:1]([C@@H:3]1[CH2:7][C@H:6]([F:22])[CH2:5][N:4]1[C:9]([O:11][C:12]([CH3:15])([CH3:14])[CH3:13])=[O:10])#[N:2] |f:2.3.4|. Procedure: (2S,4R)-tert-Butyl 2-cyano-4-hydroxypyrrolidine-1-carboxylate 13d (49.7 g, 0.2344 mol) was dissolved in 1130 mL of dichloromethane with stirring under argon atmosphere. The mixture was cooled to −30° C. followed by addition of diethylaminosulfur trifluoride (56.7 g, 0.3516 mol). After stirred for 45 minutes, the reaction mixture was warmed up to −5° C. Then the mixture was reacted overnight at room temperature. The reaction was monitored by TLC until the disappearance of the starting materials. ...